From a dataset of the Open Reaction Database (ORD), a public repository of structured organic reaction records. describe an organic reaction: reactants, conditions, products, and yield Starting materials: C(C)N1C2=C(C(NC3=C1C=CC=C3)=O)CSC2 (4-ethyl-1,3,4,9-tetrahydro-10H-thieno[3,4-b][1,5]benzodiazepin-10-one), N1=CC=CC=C1 (pyridine), ClN1C(CCC1=O)=O (N-chlorosuccinimide). RXN SMILES: [CH2:1]([N:3]1[C:9]2[CH:10]=[CH:11][CH:12]=[CH:13][C:8]=2[NH:7][C:6](=[O:14])[C:5]2[CH2:15][S:16][CH2:17][C:4]1=2)[CH3:2].N1C=CC=CC=1.ClN1C(=O)CCC1=O>O>[CH2:1]([N:3]1[C:9]2[CH:10]=[CH:11][CH:12]=[CH:13][C:8]=2[NH:7][C:6](=[O:14])[C:5]2=[CH:15][S:16][CH:17]=[C:4]12)[CH3:2]. Yields the product C(C)N1C=2C(C(NC3=C1C=CC=C3)=O)=CSC2 (4,9-Dihydro-4-ethyl-10H-thieno[3,4-b][1,5]benzodiazepin-10-one). Procedure: To a suspension of 0.246 g. of 4-ethyl-1,3,4,9-tetrahydro-10H-thieno[3,4-b][1,5]benzodiazepin-10-one in 2 ml. of dry pyridine is added in portions a total of 0.133 g. of N-chlorosuccinimide. The resulting solution is heated on a steam bath for 15 minutes, cooled and diluted with water. The solid is collected and recrystallized from methanol-water to give off-white crystals, m.p. 201°-202° C. Run in O (water). The reactants are CCOC(=O)c1cc(-c2ccc(C#N)cc2)n(-c2ccc(OC)cc2)n1, C1CCOC1, CO, Cl. Product: CCOC(=O)c1cc(-c2ccc(CN)cc2)n(-c2ccc(OC)cc2)n1, Cl. As a reaction SMILES: [C:1](#[N:2])[c:3]1[cH:4][cH:5][c:6](-[c:9]2[cH:10][c:11]([C:22](=[O:23])[O:24][CH2:25][CH3:26])[n:12][n:13]2-[c:14]2[cH:15][cH:16][c:17]([O:20][CH3:21])[cH:18][cH:19]2)[cH:7][cH:8]1.[CH2:28]1[O:29][CH2:30][CH2:31][CH2:32]1.[CH3:33][OH:34].[ClH:27]>>[CH2:1]([NH2:2])[c:3]1[cH:4][cH:5][c:6](-[c:9]2[cH:10][c:11]([C:22](=[O:23])[O:24][CH2:25][CH3:26])[n:12][n:13]2-[c:14]2[cH:15][cH:16][c:17]([O:20][CH3:21])[cH:18][cH:19]2)[cH:7][cH:8]1.[ClH:27]. Reactants: BrC=1C=CC(=NC1)C(C(F)(F)F)NC ([1-(5-Bromo-pyridin-2-yl)-2,2,2-trifluoro-ethyl]-methyl-amine), FC(C(=O)N1C(O[C@@H]([C@H]1CF)C1=CC=C(C=C1)B1OC(C(O1)(C)C)(C)C)(C)C)F (2,2-Difluoro-1-{(4S,5R)-4-fluoromethyl-2,2-dimethyl-5-[4-(4,4,5,5-tetramethyl-[1,3,2]dioxaborolan-2-yl)-phenyl]-oxazolidin-3-yl}-ethanone), C(=O)([O-])[O-].[Na+].[Na+] (Na2CO3). Reagents/catalysts: C=1C=CC(=CC1)[P](C=2C=CC=CC2)(C=3C=CC=CC3)[Pd]([P](C=4C=CC=CC4)(C=5C=CC=CC5)C=6C=CC=CC6)([P](C=7C=CC=CC7)(C=8C=CC=CC8)C=9C=CC=CC9)[P](C=1C=CC=CC1)(C=1C=CC=CC1)C=1C=CC=CC1 (Pd(PPh3)4). The solvent is C1(=CC=CC=C1)C.C(C)O.O (toluene ethanol water). Conditions: temperature 80 celsius. Yields the product FC(C(=O)N[C@@H]([C@@H](C1=CC=C(C=C1)C=1C=NC(=CC1)C(C(F)(F)F)NC)O)CF)F (2,2-Difluoro-N-((1S,2R)-1-fluoromethyl-2-hydroxy-2-{4-[6-(2,2,2-trifluoro-1-methylamino-ethyl)-pyridin-3-yl]-phenyl}-ethyl)-acetamide). The yield is 98.8%. RXN SMILES: Br[C:2]1[CH:3]=[CH:4][C:5]([CH:8]([NH:13][CH3:14])[C:9]([F:12])([F:11])[F:10])=[N:6][CH:7]=1.[F:15][CH:16]([F:43])[C:17]([N:19]1[C@H:23]([CH2:24][F:25])[C@@H:22]([C:26]2[CH:31]=[CH:30][C:29](B3OC(C)(C)C(C)(C)O3)=[CH:28][CH:27]=2)[O:21]C1(C)C)=[O:18].C([O-])([O-])=O.[Na+].[Na+]>C1(C)C=CC=CC=1.C(O)C.O.C1C=CC([P]([Pd]([P](C2C=CC=CC=2)(C2C=CC=CC=2)C2C=CC=CC=2)([P](C2C=CC=CC=2)(C2C=CC=CC=2)C2C=CC=CC=2)[P](C2C=CC=CC=2)(C2C=CC=CC=2)C2C=CC=CC=2)(C2C=CC=CC=2)C2C=CC=CC=2)=CC=1>[F:15][CH:16]([F:43])[C:17]([NH:19][C@H:23]([CH2:24][F:25])[C@H:22]([OH:21])[C:26]1[CH:27]=[CH:28][C:29]([C:2]2[CH:7]=[N:6][C:5]([CH:8]([NH:13][CH3:14])[C:9]([F:12])([F:11])[F:10])=[CH:4][CH:3]=2)=[CH:30][CH:31]=1)=[O:18] |f:2.3.4,5.6.7,^1:64,66,85,104|. Reported procedure: To a stirred solution of [1-(5-Bromo-pyridin-2-yl)-2,2,2-trifluoro-ethyl]-methyl-amine (0.075 g, 0.279 mmol) and 2,2-Difluoro-1-{(4S,5R)-4-fluoromethyl-2,2-dimethyl-5-[4-(4,4,5,5-tetramethyl-[1,3,2]dioxaborolan-2-yl)-phenyl]-oxazolidin-3-yl}-ethanone (0.115 g, 0.279 mmol) in toluene:ethanol:water (3:3:3 mL) is added Na2CO3 (0.073 g, 0.697 mmol) at room temperature. Resulting reaction mixture is degassed with nitrogen for 30 minutes followed by addition of Pd(PPh3)4 (0.032 g, 0.028 mmol) and heat... The reactants are CS(=O)(=O)N1C=CC2=CC=C(C=C12)CO (N-methanesulfonyl-6-hydroxymethylindole), C1(=CC=CC=C1)P(C1=CC=CC=C1)C1=CC=CC=C1 (triphenylphosphine), C(Br)(Br)(Br)Br (carbon tetrabromide). Run in C(Cl)Cl (CH2Cl2), C(Cl)Cl (CH2Cl2), C(Cl)Cl (CH2Cl2). Run at time 4 hour. Yields the product CS(=O)(=O)N1C=CC2=CC=C(C=C12)CBr (N-methanesulfonyl-6-bromomethylindole). Isolated yield 66.6%. Reaction SMILES: [CH3:1][S:2]([N:5]1[C:13]2[C:8](=[CH:9][CH:10]=[C:11]([CH2:14]O)[CH:12]=2)[CH:7]=[CH:6]1)(=[O:4])=[O:3].C1(P(C2C=CC=CC=2)C2C=CC=CC=2)C=CC=CC=1.C(Br)(Br)(Br)[Br:36]>C(Cl)Cl>[CH3:1][S:2]([N:5]1[C:13]2[C:8](=[CH:9][CH:10]=[C:11]([CH2:14][Br:36])[CH:12]=2)[CH:7]=[CH:6]1)(=[O:4])=[O:3]. Procedure: A solution of N-methanesulfonyl-6-hydroxymethylindole (340 mg, 1.51 mmol, from above) and triphenylphosphine (Ph3P) (415 mg, 1.58 mmol) in 5 ml of dry CH2Cl2 was cooled to 0° C. and a solution of carbon tetrabromide (551 mg, 1.66 mmol) in 3 ml dry CH2Cl2 was added dropwise via cannula (2 ml CH2Cl2 rinse). The reaction mixture was allowed to warm to room temperature. After 4 hr, the solvent was removed by rotary evaporation and the resultant purple oil was purified by flash column chromatography ... The reactants are O=C(O)C=Cc1ccc(NC(=O)c2ccccc2)cc1, CCO. Yields the product O=C(O)CCc1ccc(NC(=O)c2ccccc2)cc1. RXN SMILES: [C:1]([c:2]1[cH:3][cH:4][cH:5][cH:6][cH:7]1)(=[O:8])[NH:9][c:10]1[cH:11][cH:12][c:13]([CH:16]=[CH:17][C:18](=[O:19])[OH:20])[cH:14][cH:15]1.[CH3:21][CH2:22][OH:23]>>[C:1]([c:2]1[cH:3][cH:4][cH:5][cH:6][cH:7]1)(=[O:8])[NH:9][c:10]1[cH:11][cH:12][c:13]([CH2:16][CH2:17][C:18](=[O:19])[OH:20])[cH:14][cH:15]1. The reactants are C(C)(=O)OCC (ethyl acetate), [I-].[Na+] (sodium iodide), N1(CC1)C=1C2=C(N=C(N1)CC)C(=NN2C)C (7-(1-aziridinyl)-1,3-dimethyl-5-ethyl-1H-pyrazolo[4,3-d]pyrimidine). Solvent: CC(=O)C (acetone). Product: C(C)C1=NC2=C(C=3N1CCN3)N(N=C2C)C (5-Ethyl-7,8-dihydro-1,3-dimethyl-1H-imidazo[1,2-c]pyrazolo[3,4-e]pyrimidine). Isolated yield 35.3%. Reaction SMILES: [N:1]1([C:4]2[C:5]3[N:14]([CH3:15])[N:13]=[C:12]([CH3:16])[C:6]=3[N:7]=[C:8]([CH2:10][CH3:11])[N:9]=2)[CH2:3][CH2:2]1.[I-].[Na+].C(OCC)(=O)C>CC(C)=O>[CH2:10]([C:8]1[N:9]2[CH2:2][CH2:3][N:1]=[C:4]2[C:5]2[N:14]([CH3:15])[N:13]=[C:12]([CH3:16])[C:6]=2[N:7]=1)[CH3:11] |f:1.2|. Reported procedure: The above aziridine (6 g, 0.03 mol) is dissolved in 100 ml of acetone and refluxed with 6 g of sodium iodide for two hours. The solution is evaporated in vacuo. The residue is dissolved in methylene dichloride, washed with saturated NaHCO3 solution, dried over MgSO4, and evaporated in vacuo. The resulting solid (2.3 g, 38% yield) melts at 148°-150° C. after recrystallization from ethyl acetate. Reaction SMILES: [N+:1](=[O:2])([O-:3])[c:4]1[c:5]([S:10](=[O:11])(=[O:12])[NH:13][c:14]2[cH:15][cH:16][c:17]([CH2:20][CH2:21][C:22](=[O:23])[O:24][CH3:25])[cH:18][cH:19]2)[cH:6][cH:7][cH:8][cH:9]1.[O:69]=[C:70]([O:71][CH2:72][CH3:73])[N:74]=[N:75][C:76]([O:77][CH2:78][CH3:79])=[O:80].[O:81]1[CH2:82][CH2:83][CH2:84][CH2:85]1.[c:26]1(-[c:32]2[n:33]([CH2:41][c:42]3[cH:43][cH:44][c:45]([CH2:48][OH:49])[cH:46][cH:47]3)[c:34]3[cH:35][cH:36][cH:37][cH:38][c:39]3[cH:40]2)[cH:27][cH:28][cH:29][cH:30][cH:31]1.[c:50]1([P:51]([c:52]2[cH:53][cH:54][cH:55][cH:56][cH:57]2)[c:58]2[cH:59][cH:60][cH:61][cH:62][cH:63]2)[cH:64][cH:65][cH:66][cH:67][cH:68]1>>[N+:1](=[O:2])([O-:3])[c:4]1[c:5]([S:10](=[O:11])(=[O:12])[N:13]([c:14]2[cH:15][cH:16][c:17]([CH2:20][CH2:21][C:22](=[O:23])[O:24][CH3:25])[cH:18][cH:19]2)[CH2:48][c:45]2[cH:44][cH:43][c:42]([CH2:41][n:33]3[c:32](-[c:26]4[cH:27][cH:28][cH:29][cH:30][cH:31]4)[cH:40][c:39]4[c:34]3[cH:35][cH:36][cH:37][cH:38]4)[cH:47][cH:46]2)[cH:6][cH:7][cH:8][cH:9]1. Starting materials: COC(=O)CCc1ccc(NS(=O)(=O)c2ccccc2[N+](=O)[O-])cc1, CCOC(=O)N=NC(=O)OCC, C1CCOC1, OCc1ccc(Cn2c(-c3ccccc3)cc3ccccc32)cc1, c1ccc(P(c2ccccc2)c2ccccc2)cc1. Product: COC(=O)CCc1ccc(N(Cc2ccc(Cn3c(-c4ccccc4)cc4ccccc43)cc2)S(=O)(=O)c2ccccc2[N+](=O)[O-])cc1.